Dataset: the Open Reaction Database (ORD), a public repository of structured organic reaction records. Task: describe an organic reaction: reactants, conditions, products, and yield Reactants: [Al+3], ClC(Cl)Cl, [Cl-], [Cl-], [Cl-], [Cl-], Cl, O=[N+]([O-])c1ccccc1, CC(C)c1ccccc1. Yields the product O=[N+]([O-])c1ccccc1, CC(C)c1ccccc1. Reaction SMILES: [Al+3:11].[CH:25]([Cl:26])([Cl:27])[Cl:28].[Cl-:10].[Cl-:12].[Cl-:13].[Cl-:23].[ClH:24].[O-:1][N+:2](=[O:3])[c:4]1[cH:5][cH:6][cH:7][cH:8][cH:9]1.[c:14]1([CH:20]([CH3:21])[CH3:22])[cH:15][cH:16][cH:17][cH:18][cH:19]1>>[O:1]=[N+:2]([O-:3])[c:4]1[cH:5][cH:6][cH:7][cH:8][cH:9]1.[c:14]1([CH:20]([CH3:21])[CH3:22])[cH:15][cH:16][cH:17][cH:18][cH:19]1. The reactants are FC1=CC=C(C=C1)C1(C=CC(CC1)Cl)C1=CC=C(C=C1)F (4,4-bis(p-fluorophenyl)-1-chloro-2-cyclohexene), N1CCC(CC1)N1C(NC2=C1C=CC(=C2)Cl)=O (1-(4-piperidyl)-5-chloro-2-benzimidazolinone), C([O-])([O-])=O.[K+].[K+] (potassium carbonate), [I-].[K+] (potassium iodide). Solvent: CN(C=O)C (dimethylformamide), O (water). Run at time 3 hour. Yields the product FC1=CC=C(C=C1)C1(C=CC(CC1)N1CCC(CC1)N1C(NC2=C1C=CC(=C2)Cl)=O)C2=CC=C(C=C2)F (1-[1-(4,4-bis(p-fluorophenyl)-2-cyclohexenyl)-4-piperidyl]-5-chloro-2-benzimidazolinone). As a reaction SMILES: [F:1][C:2]1[CH:7]=[CH:6][C:5]([C:8]2([C:15]3[CH:20]=[CH:19][C:18]([F:21])=[CH:17][CH:16]=3)[CH2:13][CH2:12][CH:11](Cl)[CH:10]=[CH:9]2)=[CH:4][CH:3]=1.[NH:22]1[CH2:27][CH2:26][CH:25]([N:28]2[C:32]3[CH:33]=[CH:34][C:35]([Cl:37])=[CH:36][C:31]=3[NH:30][C:29]2=[O:38])[CH2:24][CH2:23]1.C(=O)([O-])[O-].[K+].[K+].[I-].[K+]>O.CN(C)C=O>[F:1][C:2]1[CH:3]=[CH:4][C:5]([C:8]2([C:15]3[CH:20]=[CH:19][C:18]([F:21])=[CH:17][CH:16]=3)[CH2:13][CH2:12][CH:11]([N:22]3[CH2:23][CH2:24][CH:25]([N:28]4[C:32]5[CH:33]=[CH:34][C:35]([Cl:37])=[CH:36][C:31]=5[NH:30][C:29]4=[O:38])[CH2:26][CH2:27]3)[CH:10]=[CH:9]2)=[CH:6][CH:7]=1 |f:2.3.4,5.6|. Procedure: A mixture of 6.1 g of 4,4-bis(p-fluorophenyl)-1-chloro-2-cyclohexene (m.p. 39°-42° C), 5.0 g of 1-(4-piperidyl)-5-chloro-2-benzimidazolinone, 2.8 g of potassium carbonate, 3.3 g of potassium iodide and 50 ml of dimethylformamide is stirred at 65°-70° C for 3 hours. The reaction mixture is poured into water, and the precipitated powder is collected by filtration, dried and dissolved in a mixture of chloroform and methanol (9:1). The solvent is then removed, and the precipitate is collected by fil... Reactants: C(C)(C)(C)OC(=O)N1C(OC(C1CC1=CC(=CC=C1)F)C(C)=O)(C)C (3-t-Butyloxycarbonyl-2,2-dimethyl-5-(1-oxoethyl)-4-(3-fluorophenyl)methyloxazolidine), C1(=CC=C(C=C1)S(=O)(=O)O)C (p-toluenesulfonic acid). Run in C(C)O (ethanol). Product: C1(=CC=C(C=C1)S(=O)(=O)O)C.NC(CC1=CC(=CC=C1)F)C(C(C)=O)O (2-amino-1-(3-fluorophenyl)-3-hydroxy-4-oxopentane p-toluenesulfonate). As a reaction SMILES: C(OC([N:8]1[CH:12]([CH2:13][C:14]2[CH:19]=[CH:18][CH:17]=[C:16]([F:20])[CH:15]=2)[CH:11]([C:21](=[O:23])[CH3:22])[O:10]C1(C)C)=O)(C)(C)C.[C:26]1([CH3:36])[CH:31]=[CH:30][C:29]([S:32]([OH:35])(=[O:34])=[O:33])=[CH:28][CH:27]=1>C(O)C>[C:26]1([CH3:36])[CH:27]=[CH:28][C:29]([S:32]([OH:35])(=[O:33])=[O:34])=[CH:30][CH:31]=1.[NH2:8][CH:12]([CH:11]([OH:10])[C:21](=[O:23])[CH3:22])[CH2:13][C:14]1[CH:19]=[CH:18][CH:17]=[C:16]([F:20])[CH:15]=1 |f:3.4|. Reported procedure: 3-t-Butyloxycarbonyl-2,2-dimethyl-5-(1-oxoethyl)-4-(3-fluorophenyl)methyloxazolidine (17.94 g, 51.1 mmol) was dissolved in ethanol (180 ml), and p-toluenesulfonic acid.1H2O (10.7 g, 56.2 mmol) was added to it and the mixture was heated under reflux for 2 hours with stirring. The reaction solution was concentrated under reduced pressure, and the resulting residue was dried with a vacuum pump (2 mmHg) at 50° C., whereby crude 2-amino-1-(3-fluorophenyl)-3-hydroxy-4-oxopentane p-toluenesulfonate (21...